Dataset: the Open Reaction Database (ORD), a public repository of structured organic reaction records. Task: describe an organic reaction: reactants, conditions, products, and yield Reactants: COCc1cn2ccc(Br)cc2n1, O=C([O-])[O-], NC1CCCCC1N, I[Cu]I, NC(=O)c1cc2cc(F)ccc2n1Cc1cccc(F)c1, [K+], [K+], C1COCCO1, O. Yields the product COCc1cn2ccc(NC(=O)c3cc4cc(F)ccc4n3Cc3cccc(F)c3)cc2n1. RXN SMILES: [Br:22][c:23]1[cH:24][c:25]2[n:26]([cH:27][cH:28]1)[cH:29][c:30]([CH2:32][O:33][CH3:34])[n:31]2.[C:35](=[O:36])([O-:37])[O-:38].[CH:41]1([NH2:42])[CH2:43][CH2:44][CH2:45][CH2:46][CH:47]1[NH2:48].[Cu:49]([I:50])[I:51].[F:1][c:2]1[cH:3][c:4]2[cH:5][c:6]([C:19](=[O:20])[NH2:21])[n:7]([CH2:11][c:12]3[cH:13][c:14]([F:18])[cH:15][cH:16][cH:17]3)[c:8]2[cH:9][cH:10]1.[K+:39].[K+:40].[O:53]1[CH2:54][CH2:55][O:56][CH2:57][CH2:58]1.[OH2:52]>>[F:1][c:2]1[cH:3][c:4]2[cH:5][c:6]([C:19](=[O:20])[NH:21][c:23]3[cH:24][c:25]4[n:26]([cH:27][cH:28]3)[cH:29][c:30]([CH2:32][O:33][CH3:34])[n:31]4)[n:7]([CH2:11][c:12]3[cH:13][c:14]([F:18])[cH:15][cH:16][cH:17]3)[c:8]2[cH:9][cH:10]1. As a reaction SMILES: [CH2:1]([Cl:3])[Cl:2].C([Li])CCC.C([N:17]1[CH2:22][CH2:21][C@@H:20]([CH2:23][CH:24]=[O:25])[C@@H:19]([CH:26]=[CH2:27])[CH2:18]1)(=O)C1C=CC=CC=1>O1CCCC1.CCCCCC>[ClH:2].[Cl:2][CH:1]([Cl:3])[C@@H:24]([OH:25])[CH2:23][C@@H:20]1[CH2:21][CH2:22][NH:17][CH2:18][C@@H:19]1[CH:26]=[CH2:27] |f:5.6|. Run in O1CCCC1 (tetrahydrofuran), O1CCCC1 (tetrahydrofuran), CCCCCC (hexane). Starting materials: C(Cl)Cl (methylene chloride), 1,1-dichloro-3-[3(R)-vinyl-4(S)-piperidinyl]propan-2ε, C(CCC)[Li] (n-butyllithium), C(C1=CC=CC=C1)(=O)N1C[C@@H]([C@@H](CC1)CC=O)C=C (2-[1-benzoyl-3(R)-vinyl-4(S)-piperidinyl]acetaldehyde). Reaction conditions: time 20 minute. Reported procedure: To a solution containing 3.07 ml. of methylene chloride in 60 ml. of anhydrous tetrahydrofuran cooled to -70°, there was added over a period of 1 hour 44 mmoles of n-butyllithium in 28 ml. of hexane under an atmosphere of dry nitrogen. Stirring of the mixture at the same temperature was continued for 20 minutes and then followed by the dropwise addition of 5.19 g. (20 mmoles) of 2-[1-benzoyl-3(R)-vinyl-4(S)-piperidinyl]acetaldehyde in 30 ml. of anhydrous tetrahydrofuran. After 30 minutes, the re... The product is Cl.ClC([C@H](C[C@H]1[C@H](CNCC1)C=C)O)Cl (1,1-dichloro-3-[3(R)-vinyl-4(S)-piperidinyl]propan-2(S)-ol hydrochloride).